From a dataset of the Open Reaction Database (ORD), a public repository of structured organic reaction records. describe an organic reaction: reactants, conditions, products, and yield Reactants: O=C=Nc1cc(Cl)nc(Cl)c1, NCC1CN(Cc2ccc(Cl)c(Cl)c2)CCO1. Product: O=C(NCC1CN(Cc2ccc(Cl)c(Cl)c2)CCO1)Nc1cc(Cl)nc(Cl)c1. As a reaction SMILES: [Cl:18][c:19]1[n:20][c:21]([Cl:28])[cH:22][c:23]([N:25]=[C:26]=[O:27])[cH:24]1.[Cl:1][c:2]1[cH:3][c:4]([CH2:5][N:6]2[CH2:7][CH:8]([CH2:12][NH2:13])[O:9][CH2:10][CH2:11]2)[cH:14][cH:15][c:16]1[Cl:17]>>[Cl:1][c:2]1[cH:3][c:4]([CH2:5][N:6]2[CH2:7][CH:8]([CH2:12][NH:13][C:26]([NH:25][c:23]3[cH:22][c:21]([Cl:28])[n:20][c:19]([Cl:18])[cH:24]3)=[O:27])[O:9][CH2:10][CH2:11]2)[cH:14][cH:15][c:16]1[Cl:17]. Starting materials: C(=O)=O (dry ice), Cl (hydrochloric acid), [Mg] (magnesium), II (iodine), C1(=CC=CC=C1)C(Cl)(C1=CC=CC=C1)C1=CC=CC=C1 (triphenylchloromethane). Run in CCOCC (ether). Yields the product C1(=CC=CC=C1)C(C(=O)O)(C1=CC=CC=C1)C1=CC=CC=C1 (triphenylacetic acid). Reaction SMILES: [Mg].II.[C:4]1([C:10]([C:18]2[CH:23]=[CH:22][CH:21]=[CH:20][CH:19]=2)([C:12]2[CH:17]=[CH:16][CH:15]=[CH:14][CH:13]=2)Cl)[CH:9]=[CH:8][CH:7]=[CH:6][CH:5]=1.[C:24](=[O:26])=[O:25].Cl>CCOCC>[C:4]1([C:10]([C:18]2[CH:23]=[CH:22][CH:21]=[CH:20][CH:19]=2)([C:12]2[CH:17]=[CH:16][CH:15]=[CH:14][CH:13]=2)[C:24]([OH:26])=[O:25])[CH:9]=[CH:8][CH:7]=[CH:6][CH:5]=1. Procedure details: To 400 ml of ether were added 15 g of magnesium (flaked) and 3.2 g of iodine. 27.9 g of triphenylchloromethane was carefully added thereto and the mixture was refluxed by heating for 3 hours. To the reaction solution was gradually added a large excess of dry ice. The reaction solution was acidified with hydrochloric acid and then extracted with ethyl acetate. After distilling off the solvent, the crystals thus obtained were recrystallized from ethanol to obtain 16.5 g of triphenylacetic acid. Th... Reactants: [Al+3], [H-], [H-], [H-], [H-], [Li+], CCOC(=O)C(C)(C)CCS(N)(=O)=O, C1CCOC1. Yields the product CC(C)(CO)CCS(N)(=O)=O. Reaction SMILES: [Al+3:2].[H-:1].[H-:4].[H-:5].[H-:6].[Li+:3].[NH2:7][S:8](=[O:9])(=[O:10])[CH2:11][CH2:12][C:13]([C:14](=[O:15])[O:16][CH2:17][CH3:18])([CH3:19])[CH3:20].[O:21]1[CH2:22][CH2:23][CH2:24][CH2:25]1>>[NH2:7][S:8](=[O:9])(=[O:10])[CH2:11][CH2:12][C:13]([CH2:14][OH:15])([CH3:19])[CH3:20]. Reactants: O=S(=O)(Cl)c1ccc2c(Br)cccc2c1, CC(C)(C)CO, Cc1ccccc1, O, c1ccncc1. Yields the product CC(C)(C)COS(=O)(=O)c1ccc2c(Br)cccc2c1. As a reaction SMILES: [Br:7][c:8]1[c:9]2[cH:10][cH:11][c:12]([S:18](=[O:19])(=[O:20])[Cl:21])[cH:13][c:14]2[cH:15][cH:16][cH:17]1.[CH2:1]([C:2]([CH3:3])([CH3:4])[CH3:5])[OH:6].[CH3:22][c:23]1[cH:24][cH:25][cH:26][cH:27][cH:28]1.[OH2:29].[cH:30]1[cH:31][cH:32][n:33][cH:34][cH:35]1>>[CH2:1]([C:2]([CH3:3])([CH3:4])[CH3:5])[O:6][S:18]([c:12]1[cH:11][cH:10][c:9]2[c:8]([Br:7])[cH:17][cH:16][cH:15][c:14]2[cH:13]1)(=[O:19])=[O:20]. The reactants are O1CCOCC1 (1,4-dioxane), CC=1SC=C(N1)C(=O)NC=1C2=CN(N=C2C=C(C1)B1OC(CC(O1)(C)C)(C)C)C1OCCCC1 (2-Methyl-N-[2-(tetrahydro-2H-pyran-2-yl)-6-(4,4,6,6-tetramethyl-1,3,2-dioxaborinan-2-yl)-2H-indazol-4-yl]-1,3-thiazole-4-carboxamide), BrC=1C=C(C=CC1)O (3-bromophenol), C([O-])([O-])=O.[Na+].[Na+] (Sodium carbonate). The reagents and catalysts are C1=CC=C(C=C1)P([C-]2C=CC=C2)C3=CC=CC=C3.C1=CC=C(C=C1)P([C-]2C=CC=C2)C3=CC=CC=C3.Cl[Pd]Cl.[Fe+2] (Pd(dppf)Cl2). Run in O (water), C(=O)=O (cardice), O1CCOCC1.O (dioxane water). Conditions: temperature 140 celsius, time 8 hour. The product is OC=1C=C(C=CC1)C1=CC(=C2C=NNC2=C1)NC(=O)C=1N=C(SC1)C (N-[6-(3-Hydroxyphenyl)-1H-indazol-4-yl]-2-methyl-1,3-thiazole-4-carboxamide). The yield is 5.5%. RXN SMILES: [CH3:1][C:2]1[S:3][CH:4]=[C:5]([C:7]([NH:9][C:10]2[C:11]3[C:15]([CH:16]=[C:17](B4OC(C)(C)CC(C)(C)O4)[CH:18]=2)=[N:14][N:13](C2CCCCO2)[CH:12]=3)=[O:8])[N:6]=1.Br[C:36]1[CH:37]=[C:38]([OH:42])[CH:39]=[CH:40][CH:41]=1.O1CCOCC1.C(=O)([O-])[O-].[Na+].[Na+]>O.O1CCOCC1.O.C(=O)=O.C1C=CC(P(C2C=CC=CC=2)[C-]2C=CC=C2)=CC=1.C1C=CC(P(C2C=CC=CC=2)[C-]2C=CC=C2)=CC=1.Cl[Pd]Cl.[Fe+2]>[OH:42][C:38]1[CH:37]=[C:36]([C:17]2[CH:16]=[C:15]3[C:11]([CH:12]=[N:13][NH:14]3)=[C:10]([NH:9][C:7]([C:5]3[N:6]=[C:2]([CH3:1])[S:3][CH:4]=3)=[O:8])[CH:18]=2)[CH:41]=[CH:40][CH:39]=1 |f:3.4.5,7.8,10.11.12.13|. Reported procedure: 2-Methyl-N-[2-(tetrahydro-2H-pyran-2-yl)-6-(4,4,6,6-tetramethyl-1,3,2-dioxaborinan-2-yl)-2H-indazol-4-yl]-1,3-thiazole-4-carboxamide (50 mg) and 3-bromophenol (18 mg) were added to a microwave vial. Pd(dppf)Cl2 (8 mg) and 1,4-dioxane (1 ml) were then added. Sodium carbonate (44 mg) in water (1 ml) was added and the reaction was heated under microwave irradiation at 140° C. for 20 min. The reaction was filtered through a 1 g silica SPE cartridge, washing with DCM:MeOH (3:1) then evaporated to dry...